This data is from the Open Reaction Database (ORD), a public repository of structured organic reaction records. The task is: describe an organic reaction: reactants, conditions, products, and yield Starting materials: CC1=NOC(=C1)CC(=O)O ((3-methyl-isoxazol-5-yl)acetic acid), C(C(C)C)OC([C@@H](N)C)=O (alanine iso-butyl ester). Yields the product C(C(C)C)OC([C@@H](NC(CC1=CC(=NO1)C)=O)C)=O (N-[(3-methylisoxazol-5-yl)acetyl]alanine iso-butyl ester). Reaction SMILES: [CH3:1][C:2]1[CH:6]=[C:5]([CH2:7][C:8]([OH:10])=O)[O:4][N:3]=1.[CH2:11]([O:15][C:16](=[O:20])[C@H:17]([CH3:19])[NH2:18])[CH:12]([CH3:14])[CH3:13]>>[CH2:11]([O:15][C:16](=[O:20])[C@H:17]([CH3:19])[NH:18][C:8](=[O:10])[CH2:7][C:5]1[O:4][N:3]=[C:2]([CH3:1])[CH:6]=1)[CH:12]([CH3:14])[CH3:13]. Procedure details: Following General Procedure BI above, and using (3-methyl-isoxazol-5-yl)acetic acid (CAS# 19668-85-0) and alanine iso-butyl ester (prepared following General Procedure BJ above), the title compound was prepared. The reaction was monitored by tlc on silica gel and purification was by filtration as described in the general procedure.